From a dataset of the Open Reaction Database (ORD), a public repository of structured organic reaction records. describe an organic reaction: reactants, conditions, products, and yield Product: O=C1c2ccccc2C(=O)N1CC1CO1. RXN SMILES: [O:1]1[CH:2]([CH2:4][OH:5])[CH2:3]1.[O:36]=[C:37]([O:38][CH2:39][CH3:40])[N:41]=[N:42][C:43]([O:44][CH2:45][CH3:46])=[O:47].[O:48]1[CH2:49][CH2:50][CH2:51][CH2:52]1.[O:6]=[C:7]1[NH:8][C:9](=[O:10])[c:11]2[cH:12][cH:13][cH:14][cH:15][c:16]21.[c:17]1([P:18]([c:19]2[cH:20][cH:21][cH:22][cH:23][cH:24]2)[c:25]2[cH:26][cH:27][cH:28][cH:29][cH:30]2)[cH:31][cH:32][cH:33][cH:34][cH:35]1>>[O:1]1[CH:2]([CH2:4][N:8]2[C:7](=[O:6])[c:16]3[c:11]([cH:12][cH:13][cH:14][cH:15]3)[C:9]2=[O:10])[CH2:3]1. Reactants: OCC1CO1, CCOC(=O)N=NC(=O)OCC, C1CCOC1, O=C1NC(=O)c2ccccc21, c1ccc(P(c2ccccc2)c2ccccc2)cc1. The reactants are O=CCNC(OC(C)(C)C)=O (t-butyl (2-oxoethyl)carbamate), C(C)(=O)O[BH-](OC(C)=O)OC(C)=O.[Na+] (sodium triacetoxy borohydride), Cl.N[C@@H]1CC[C@H](CC1)C(=O)OC (Methyl trans-4-aminocyclohexanecarboxylate hydrochloride), C(O)([O-])=O.[Na+] (sodium hydrogen carbonate). The solvent is ClCCl (dichloromethane), C(C)N(CC)CC (triethylamine), ClCCl (dichloromethane). Product: C(C)(C)(C)OC(=O)NCCN[C@@H]1CC[C@H](CC1)C(=O)OC (methyl trans-4-({2-[(t-butoxycarbonyl)amino]ethyl}amino)-cyclohexanecarboxylate). The yield is 42.0%. RXN SMILES: Cl.[NH2:2][C@H:3]1[CH2:8][CH2:7][C@H:6]([C:9]([O:11][CH3:12])=[O:10])[CH2:5][CH2:4]1.O=[CH:14][CH2:15][NH:16][C:17](=[O:23])[O:18][C:19]([CH3:22])([CH3:21])[CH3:20].C(O[BH-](OC(=O)C)OC(=O)C)(=O)C.[Na+].C(=O)([O-])O.[Na+]>ClCCl.C(N(CC)CC)C>[C:19]([O:18][C:17]([NH:16][CH2:15][CH2:14][NH:2][C@H:3]1[CH2:4][CH2:5][C@H:6]([C:9]([O:11][CH3:12])=[O:10])[CH2:7][CH2:8]1)=[O:23])([CH3:22])([CH3:21])[CH3:20] |f:0.1,3.4,5.6|. Procedure: Methyl trans-4-aminocyclohexanecarboxylate hydrochloride (1.22 g) obtained in Reference Example 2(1) is suspended in dichloromethane (10 ml), and thereto is added triethylamine (1.76 ml) and the mixture is stirred for several minutes. After a solution of t-butyl (2-oxoethyl)carbamate (1.00 g) in dichloromethane (5 ml) and sodium triacetoxy borohydride (1.46 g) are added successively under ice-cooling, the reaction solution is warmed to the room temperature and stirred for 15 hours. Saturated aqu... The reactants are O=C(CS(=O)(=O)C=1C=C(C=C(C1OCCC)O)[C@@H]1O[C@H](CC1)C1=CC(=C(C(=C1)OC)OC)OC)C (trans-2-[3-(2- oxopropylsulfonyl)-4-n-propoxy-5-hydroxyphenyl]5- (3,4,5-trimethoxyphenyl)tetrahydrofuran), ClCC(C)=O (chloroacetone), C([O-])([O-])=O.[K+].[K+] (potassium carbonate). The solvent is CN(C)C=O (DMF), C(C)OCC (ethyl ether). Reaction conditions: time 40 hour. Yields the product O=C(CS(=O)(=O)C=1C=C(C=C(C1OCCC)OCC(C)=O)[C@@H]1O[C@H](CC1)C1=CC(=C(C(=C1)OC)OC)OC)C (trans-2-[3-(2-Oxopropyl-sulfonyl)-4-n-propoxy-5-(2-oxopropoxy)phenyl]-5-(3,4,5-trimethoxyphenyl)tetrahydrofuran). RXN SMILES: [O:1]=[C:2]([CH3:35])[CH2:3][S:4]([C:7]1[CH:8]=[C:9]([C@H:18]2[CH2:22][CH2:21][C@H:20]([C:23]3[CH:28]=[C:27]([O:29][CH3:30])[C:26]([O:31][CH3:32])=[C:25]([O:33][CH3:34])[CH:24]=3)[O:19]2)[CH:10]=[C:11]([OH:17])[C:12]=1[O:13][CH2:14][CH2:15][CH3:16])(=[O:6])=[O:5].Cl[CH2:37][C:38](=[O:40])[CH3:39].C(=O)([O-])[O-].[K+].[K+]>CN(C=O)C.C(OCC)C>[O:1]=[C:2]([CH3:35])[CH2:3][S:4]([C:7]1[CH:8]=[C:9]([C@H:18]2[CH2:22][CH2:21][C@H:20]([C:23]3[CH:24]=[C:25]([O:33][CH3:34])[C:26]([O:31][CH3:32])=[C:27]([O:29][CH3:30])[CH:28]=3)[O:19]2)[CH:10]=[C:11]([O:17][CH2:37][C:38](=[O:40])[CH3:39])[C:12]=1[O:13][CH2:14][CH2:15][CH3:16])(=[O:5])=[O:6] |f:2.3.4|. Reported procedure: A mixture of trans-2-[3-(2- oxopropylsulfonyl)-4-n-propoxy-5-hydroxyphenyl]5- (3,4,5-trimethoxyphenyl)tetrahydrofuran (51 mg, 0.1 mmol), chloroacetone(16 uL, 0.2 mmol) and potassium carbonate (28 mg, 0.2 mmol) in DMF (1 mL) was stirred at room temperature for 40 h. The reaction mixture was diluted with ethyl ether and washed with water and brine. The organic extracts were dried (MgSO4), filtered, and evaporated to a residue (58 mg), which was purified by preparative TLC (hexane ethyl acetate; 3:... Starting materials: CC(C)O, O=C(O)CN(CP(=S)(N1CCOCC1)N1CCOCC1)C(=O)C(F)(F)F. The product is O=C(O)CNCP(=S)(N1CCOCC1)N1CCOCC1. As a reaction SMILES: [CH:27]([OH:28])([CH3:29])[CH3:30].[F:1][C:2]([F:3])([F:4])[C:25]([N:5]([CH2:6][C:7](=[O:8])[OH:9])[CH2:10][P:11](=[S:12])([N:13]1[CH2:14][CH2:15][O:16][CH2:17][CH2:18]1)[N:19]1[CH2:20][CH2:21][O:22][CH2:23][CH2:24]1)=[O:26]>>[NH:5]([CH2:6][C:7](=[O:8])[OH:9])[CH2:10][P:11](=[S:12])([N:13]1[CH2:14][CH2:15][O:16][CH2:17][CH2:18]1)[N:19]1[CH2:20][CH2:21][O:22][CH2:23][CH2:24]1. The reactants are C(C1=CC=CC=C1)N1CCC2=CC(=CC=C12)O (1-benzylindolin-5-ol), C1CCC2=CC(=CC=C12)N=C=O (5-indanylisocyanate), Example 2 ( 2 ). The product is C1CCC2=CC(=CC=C12)NC(OC=1C=C2CCN(C2=CC1)CC1=CC=CC=C1)=O (1-benzylindolin-5-yl 5-indanylcarbamate), solid. Isolated yield 75.0%. Reaction SMILES: [CH2:1]([N:8]1[C:16]2[C:11](=[CH:12][C:13]([OH:17])=[CH:14][CH:15]=2)[CH2:10][CH2:9]1)[C:2]1[CH:7]=[CH:6][CH:5]=[CH:4][CH:3]=1.[CH2:18]1[C:26]2[C:21](=[CH:22][C:23]([N:27]=[C:28]=[O:29])=[CH:24][CH:25]=2)[CH2:20][CH2:19]1>>[CH2:18]1[C:26]2[C:21](=[CH:22][C:23]([NH:27][C:28](=[O:29])[O:17][C:13]3[CH:12]=[C:11]4[C:16](=[CH:15][CH:14]=3)[N:8]([CH2:1][C:2]3[CH:3]=[CH:4][CH:5]=[CH:6][CH:7]=3)[CH2:9][CH2:10]4)=[CH:24][CH:25]=2)[CH2:20][CH2:19]1. Procedure: The title compound was synthesized from 1-benzylindolin-5-ol (15.0 mg, 66.6 μmol) using the same procedure employed for Example 2 (2), but with 5-indanylisocyanate instead of 4-isopropylphenylisocyanate. The product was obtained as a solid (14.3 mg, 75%) having the following characteristics. Starting materials: C(C1=CC=CC=C1)N1C(NC2=C1C=CC=C2CC=O)=O ((1-Benzyl-2-oxo-2,3-dihydro-1H-benzoimidazol-4-yl)-acetaldehyde), C1(=CC=C(C=C1)S(=O)(=O)O)C (p-toluene sulfonic acid). The solvent is CC(=O)C (acetone). Run at time 2 hour. Product: C(C1=CC=CC=C1)N1C(NC2=C1C=CC=C2CCO)=O (1-benzyl-4-(2-hydroxy-ethyl)-1,3-dihydro-benzoimidazol-2-one). Isolated yield 102.8%. Reaction SMILES: [CH2:1]([N:8]1[C:12]2[CH:13]=[CH:14][CH:15]=[C:16]([CH2:17][CH:18]=[O:19])[C:11]=2[NH:10][C:9]1=[O:20])[C:2]1[CH:7]=[CH:6][CH:5]=[CH:4][CH:3]=1.C1(C)C=CC(S(O)(=O)=O)=CC=1>CC(C)=O>[CH2:1]([N:8]1[C:12]2[CH:13]=[CH:14][CH:15]=[C:16]([CH2:17][CH2:18][OH:19])[C:11]=2[NH:10][C:9]1=[O:20])[C:2]1[CH:3]=[CH:4][CH:5]=[CH:6][CH:7]=1. Procedure: (1-Benzyl-2-oxo-2,3-dihydro-1H-benzoimidazol-4-yl)-acetaldehyde (90 mg, 0.29 mmol) was dissolved in acetone and p-toluene sulfonic acid (10 mg) added. The mixture was stirred for 2 hours and then partitioned between ethyl acetate and water. After washing with saturated sodium bicarbonate, water, and brine, the organic layer was dried over Na2SO4, filtered, and concentrated to afford 1-benzyl-4-(2-hydroxy-ethyl)-1,3-dihydro-benzoimidazol-2-one (80 mg, quant). 1H NMR (CDCl3) δ 3.84 (d, 2H, J=2.1 H...